This data is from the Open Reaction Database (ORD), a public repository of structured organic reaction records. The task is: describe an organic reaction: reactants, conditions, products, and yield Starting materials: C(C)(=O)O[BH-](OC(C)=O)OC(C)=O.[Na+] (sodium triacetoxyborohydride), CCN(C(C)C)C(C)C (iPr2NEt), O1CC(C1)=O (oxetan-3-one), C(=O)(C(F)(F)F)O (TFA), FC(N1C=NC2=C1C(=NC(=C2)C2=CC=C(C=C2)N2CCNCC2)O[C@H](C)[C@@H]2CC(NC2)=O)F ((R)-4-((R)-1-((3-(difluoromethyl)-6-(4-(piperazin-1-yl)phenyl)-3H-imidazo[4,5-c]pyridin-4-yl)oxy)ethyl)pyrrolidin-2-one), ( 3.63 ). Run in O (water), C(=O)([O-])[O-].[Na+].[Na+] (Na2CO3), CCOC(=O)C (EtOAc), C1CCOC1 (THF). Reaction conditions: temperature 52.5 celsius, time 3 hour. Product: FC(N1C=NC2=C1C(=NC(=C2)C2=CC=C(C=C2)N2CCN(CC2)C2COC2)O[C@H](C)[C@@H]2CC(NC2)=O)F ((R)-4-((R)-1-((3-(difluoromethyl)-6-(4-(4-(oxetan-3-yl)piperazin-1-yl)phenyl)-3H-imidazo[4,5-c]pyridin-4-yl)oxy)ethyl)pyrrolidin-2-one). Reaction SMILES: C(O)(C(F)(F)F)=O.[F:8][CH:9]([F:40])[N:10]1[C:14]2[C:15]([O:31][C@@H:32]([C@H:34]3[CH2:38][NH:37][C:36](=[O:39])[CH2:35]3)[CH3:33])=[N:16][C:17]([C:19]3[CH:24]=[CH:23][C:22]([N:25]4[CH2:30][CH2:29][NH:28][CH2:27][CH2:26]4)=[CH:21][CH:20]=3)=[CH:18][C:13]=2[N:12]=[CH:11]1.CCN(C(C)C)C(C)C.[O:50]1[CH2:53][C:52](=O)[CH2:51]1.C(O[BH-](OC(=O)C)OC(=O)C)(=O)C.[Na+]>C1COCC1.O.C([O-])([O-])=O.[Na+].[Na+].CCOC(C)=O>[F:40][CH:9]([F:8])[N:10]1[C:14]2[C:15]([O:31][C@@H:32]([C@H:34]3[CH2:38][NH:37][C:36](=[O:39])[CH2:35]3)[CH3:33])=[N:16][C:17]([C:19]3[CH:24]=[CH:23][C:22]([N:25]4[CH2:30][CH2:29][N:28]([CH:52]5[CH2:53][O:50][CH2:51]5)[CH2:27][CH2:26]4)=[CH:21][CH:20]=3)=[CH:18][C:13]=2[N:12]=[CH:11]1 |f:4.5,8.9.10|. Procedure details: The crude TFA salt of (R)-4-((R)-1-((3-(difluoromethyl)-6-(4-(piperazin-1-yl)phenyl)-3H-imidazo[4,5-c]pyridin-4-yl)oxy)ethyl)pyrrolidin-2-one: (3.63) (0.06 mmol) was dissolved in THF (1.05 mL) and iPr2NEt (11 μL, 0.063 mmol) was added followed by oxetan-3-one (15 μL, 0.26 mmol) and sodium triacetoxyborohydride (57 mg, 0.27 mmol). The reaction mixture was stirred at 50-55° C. for 3 h and was diluted with water, 5% (w/v) aqueous Na2CO3, and EtOAc. The phases were separated, and the aqueous phase w...